This data is from the Open Reaction Database (ORD), a public repository of structured organic reaction records. The task is: describe an organic reaction: reactants, conditions, products, and yield Starting materials: C(CCCCCCC)(=O)[O-].[Na+] (Sodium caprylate), CC(C[Sn](CC(C1=CC=CC=C1)(C)C)(CC(C1=CC=CC=C1)(C)C)Cl)(C1=CC=CC=C1)C (tris(β,β-dimethylphenethyl)tin chloride). Solvent: C(C)(C)O (isopropanol). Conditions: temperature 50 celsius. Yields the product C(CCCCCCC)(=O)[O-].CC(C[Sn+](CC(C1=CC=CC=C1)(C)C)CC(C1=CC=CC=C1)(C)C)(C1=CC=CC=C1)C (tris(β,β-dimethylphenethyl)tin caprylate). Yield: 94.8%. Reaction SMILES: [C:1]([O-:10])(=[O:9])[CH2:2][CH2:3][CH2:4][CH2:5][CH2:6][CH2:7][CH3:8].[Na+].[CH3:12][C:13]([CH3:43])([C:37]1[CH:42]=[CH:41][CH:40]=[CH:39][CH:38]=1)[CH2:14][Sn:15](Cl)([CH2:26][C:27]([CH3:35])([CH3:34])[C:28]1[CH:33]=[CH:32][CH:31]=[CH:30][CH:29]=1)[CH2:16][C:17]([CH3:25])([CH3:24])[C:18]1[CH:23]=[CH:22][CH:21]=[CH:20][CH:19]=1>C(O)(C)C>[C:1]([O-:10])(=[O:9])[CH2:2][CH2:3][CH2:4][CH2:5][CH2:6][CH2:7][CH3:8].[CH3:24][C:17]([CH3:25])([C:18]1[CH:19]=[CH:20][CH:21]=[CH:22][CH:23]=1)[CH2:16][Sn+:15]([CH2:26][C:27]([CH3:34])([CH3:35])[C:28]1[CH:33]=[CH:32][CH:31]=[CH:30][CH:29]=1)[CH2:14][C:13]([CH3:12])([CH3:43])[C:37]1[CH:42]=[CH:41][CH:40]=[CH:39][CH:38]=1 |f:0.1,4.5|. Procedure details: Sodium caprylate 6.6 g was added to 200 ml of isopropanol, and with stirring, the mixture was heated to 50° C. To the resulting solution was added 22.2 g of tris(β,β-dimethylphenethyl)tin chloride over 30 minutes. The mixture was further stirred for 30 minutes. The insoluble material precipitated was separated by filtration, and the filtrate was concentrated to give 25.1% (yield 94.8%) of tris(β,β-dimethylphenethyl)tin caprylate as a slightly pale yellow viscous syrup. Reactants: O=[N+]([O-])c1ccc(Br)cc1, CC(C)(C)c1ccc(B(O)O)cc1, Cc1ccccc1, [F-], [K+]. Yields the product CC(C)(C)c1ccc(-c2ccc([N+](=O)[O-])cc2)cc1. As a reaction SMILES: [Br:1][c:2]1[cH:3][cH:4][c:5]([N+:8](=[O:9])[O-:10])[cH:6][cH:7]1.[C:11]([CH3:12])([CH3:13])([CH3:14])[c:15]1[cH:16][cH:17][c:18]([B:21]([OH:22])[OH:23])[cH:19][cH:20]1.[CH3:26][c:27]1[cH:28][cH:29][cH:30][cH:31][cH:32]1.[F-:24].[K+:25]>>[c:2]1(-[c:18]2[cH:17][cH:16][c:15]([C:11]([CH3:12])([CH3:13])[CH3:14])[cH:20][cH:19]2)[cH:3][cH:4][c:5]([N+:8](=[O:9])[O-:10])[cH:6][cH:7]1. Starting materials: C1COCCOCCOCCOCCOCCO1 (18-Crown-6), COC(=O)CP(OCC(F)(F)F)(OCC(F)(F)F)=O (bis(2,2,2-trifluoroethyl) (methoxycarbonylmethyl)phosphonate), 10R, CC(C)(C)[Si](OC(C(C=O)C)C(C=C(CC(C(C(C(C(COCC1=CC=CC=C1)C)O)C)O[Si](C)(C)C(C)(C)C)C)C)C)(C)C (3,9-bis[[(1,1-dimethylethyl)dimethylsilyl]oxy]-11-hydroxy-2,4,6,8,10,12-hexamethyl-13-(phenylmethoxy)-5-tridecenal), C[Si](C)(C)[N-][Si](C)(C)C.[K+] (KHMDS), [NH4+].[Cl-] (NH4Cl). Solvent: C1(=CC=CC=C1)C (toluene), C1(=CC=CC=C1)C (toluene). Conditions: temperature -20 celsius, time 5 minute. Yields the product COC(\C=C/[C@@H]([C@@H]([C@H](\C=C(/C[C@@H]([C@H]([C@@H]([C@H]([C@H](COCC1=CC=CC=C1)C)O)C)O[Si](C)(C)C(C)(C)C)C)\C)C)O[Si](C)(C)C(C)(C)C)C)=O ((2Z,4S,5S,6S,7Z,10S,11R,12R,13S,14S)-5,11-bis[[(1,1-dimethylethyl)dimethylsilyl]oxy]-13-hydroxy-4,6,8,10,12,14-hexamethyl-15-(phenylmethoxy)-2,7-pentadecadienoic acid methyl ester). Reaction SMILES: C1OCCOCCOCCOCCOCCOC1.[CH3:19][O:20][C:21]([CH2:23]P(=O)(OCC(F)(F)F)OCC(F)(F)F)=[O:22].C[Si]([N-][Si](C)(C)C)(C)C.[K+].[CH3:48][C:49]([Si:52]([CH3:92])([CH3:91])[O:53][CH:54]([CH:59]([CH3:90])[CH:60]=[C:61]([CH3:89])[CH2:62][CH:63]([CH3:88])[CH:64]([O:80][Si:81]([C:84]([CH3:87])([CH3:86])[CH3:85])([CH3:83])[CH3:82])[CH:65]([CH3:79])[CH:66]([OH:78])[CH:67]([CH3:77])[CH2:68][O:69][CH2:70][C:71]1[CH:76]=[CH:75][CH:74]=[CH:73][CH:72]=1)[CH:55]([CH3:58])[CH:56]=O)([CH3:51])[CH3:50].[NH4+].[Cl-]>C1(C)C=CC=CC=1>[CH3:19][O:20][C:21](=[O:22])/[CH:23]=[CH:56]\[C@H:55]([CH3:58])[C@H:54]([O:53][Si:52]([C:49]([CH3:51])([CH3:50])[CH3:48])([CH3:92])[CH3:91])[C@@H:59]([CH3:90])/[CH:60]=[C:61](/[CH3:89])\[CH2:62][C@H:63]([CH3:88])[C@@H:64]([O:80][Si:81]([C:84]([CH3:85])([CH3:86])[CH3:87])([CH3:83])[CH3:82])[C@H:65]([CH3:79])[C@@H:66]([OH:78])[C@@H:67]([CH3:77])[CH2:68][O:69][CH2:70][C:71]1[CH:72]=[CH:73][CH:74]=[CH:75][CH:76]=1 |f:2.3,5.6|. Reported procedure: 18-Crown-6 (349 mg, 1.32 mmol, 2 eq) is added to a solution of bis(2,2,2-trifluoroethyl) (methoxycarbonylmethyl)phosphonate (355 mg, 1.78 mmol, 2.7 eq) in toluene (7 mL) at 23° C. and stirred for 5 min. The mixture is cooled to −20° C. KHMDS (1.78 mmol, 2.7 eq, 0.5 M in toluene) is added dropwise and stirred for 30 min. The mixture is warmed to 0° C. and stirred for 30 min. Then the mixture is cooled to −20° C., a solution of crude (2R,3R,4S,5Z,8S,9R, 10R, 11 S,12S)-3,9-bis[[(1,1-dimethylethyl)d... Reactants: NC1=NC=CC2=C1N(C(N2)=O)C (4-amino-3-methyl-1,3-dihydroimidazo[4,5-c]pyridin-2-one), C(CC)=O (propionaldehyde), C(C)(=O)O (acetic acid), C(C)(=O)O[BH-](OC(C)=O)OC(C)=O.[Na+] (sodium triacetoxyborohydride). Solvent: ClCCl (dichloromethane), O (water), ClC(C)Cl (dichloroethane). Conditions: temperature 45 celsius. Product: C(CC)N(C1=NC=CC2=C1N(C(N2)=O)C)CCC (4-Dipropylamino-3-methyl-1,3-dihydroimidazo[4,5-c]pyridin-2-one). As a reaction SMILES: [NH2:1][C:2]1[C:7]2[N:8]([CH3:12])[C:9](=[O:11])[NH:10][C:6]=2[CH:5]=[CH:4][N:3]=1.[CH:13](=O)[CH2:14][CH3:15].[C:17](O)(=O)[CH3:18].[C:21](O[BH-](OC(=O)C)OC(=O)C)(=O)C.[Na+]>ClC(Cl)C.ClCCl.O>[CH2:13]([N:1]([CH2:21][CH2:17][CH3:18])[C:2]1[C:7]2[N:8]([CH3:12])[C:9](=[O:11])[NH:10][C:6]=2[CH:5]=[CH:4][N:3]=1)[CH2:14][CH3:15] |f:3.4|. Procedure: To a slurry of 750 mg (4.57 mmol) of 4-amino-3-methyl-1,3-dihydroimidazo[4,5-c]pyridin-2-one in 15 mL of dichloroethane was added 3.30 mL (45.7 mmol) of propionaldehyde, 1.0 mL of acetic acid, and 2.90 g (13.7 mmol) of sodium triacetoxyborohydride and the reaction was heated at 45° C. for 7.5 h. The reaction was diluted with 15 mL of dichloromethane and 15 mL of water and the aqueous layer was extracted with 15 mL of dichloromethane. The combined organic layers were dried over sodium sulfate, fi... Reactants: C(C1=CC=CC=C1)(=O)N/C(=N/C(C1=CC=CC=C1)=O)/SC ((Z)-methyl N,N′-dibenzoylcarbamimidothioate), C(C1=CC=CC=C1)NN (benzylhydrazine). Run in O (water), CN(C)C=O (DMF). Conditions: time 2 day. Product: C(C1=CC=CC=C1)N1N=C(N=C1C1=CC=CC=C1)NC(C1=CC=CC=C1)=O (N-(1-benzyl-5-phenyl-1H-1,2,4-triazol-3-yl)benzamide). As a reaction SMILES: [C:1]([NH:9]/[C:10](/SC)=[N:11]/[C:12](=O)[C:13]1[CH:18]=[CH:17][CH:16]=[CH:15][CH:14]=1)(=[O:8])[C:2]1[CH:7]=[CH:6][CH:5]=[CH:4][CH:3]=1.[CH2:22]([NH:29][NH2:30])[C:23]1[CH:28]=[CH:27][CH:26]=[CH:25][CH:24]=1>CN(C=O)C.O>[CH2:22]([N:29]1[C:12]([C:13]2[CH:18]=[CH:17][CH:16]=[CH:15][CH:14]=2)=[N:11][C:10]([NH:9][C:1](=[O:8])[C:2]2[CH:7]=[CH:6][CH:5]=[CH:4][CH:3]=2)=[N:30]1)[C:23]1[CH:28]=[CH:27][CH:26]=[CH:25][CH:24]=1. Reported procedure: To a stirred solution of the crude (Z)-methyl N,N′-dibenzoylcarbamimidothioate (0.895 g, 3 mmol) in DMF (8 ml) was added benzylhydrazine (0.367 g, 3.00 mmol) at 40° C. The reaction was stirred for 2 days. The stirred reaction was diluted with water. The resulting precipitates were collected to yield the crude N-(1-benzyl-5-phenyl-1H-1,2,4-triazol-3-yl)benzamide. LCMS method A, (M+H)+355.1, ret T=1.32 min. Starting materials: P(CCCC)(CCCC)CCCC (nBu3P), ice water, CC(C)OC(=O)/N=N/C(=O)OC(C)C (DIAD), FC(C1=CC=C(C=C1)C1=CC=CC(=N1)C(CCCC)O)(F)F (1-{6-[4-(trifluoromethyl)phenyl]-2-pyridinyl}-1-pentanol), OC1=CC(=C(OC(C(=O)OCC)(C)C)C=C1)C (ethyl 2-(4-hydroxy-2-methylphenoxy)-2-methylpropanoate). Run in C1CCOC1 (THF). The product is CC(C(=O)OCC)(C)OC1=C(C=C(C=C1)OC(CCCC)C1=NC(=CC=C1)C1=CC=C(C=C1)C(F)(F)F)C (Ethyl 2-methyl-2-({2-methyl-4-[(1-{6-[4-(trifluoromethyl)phenyl]-2-pyridinyl}pentyl)oxy]phenyl}oxy)propanoate). Isolated yield 10.6%. As a reaction SMILES: P(CCCC)(CCCC)CCCC.CC(OC(/N=N/C(OC(C)C)=O)=O)C.[F:28][C:29]([F:49])([F:48])[C:30]1[CH:35]=[CH:34][C:33]([C:36]2[N:41]=[C:40]([CH:42]([OH:47])[CH2:43][CH2:44][CH2:45][CH3:46])[CH:39]=[CH:38][CH:37]=2)=[CH:32][CH:31]=1.O[C:51]1[CH:65]=[CH:64][C:54]([O:55][C:56]([CH3:63])([CH3:62])[C:57]([O:59][CH2:60][CH3:61])=[O:58])=[C:53]([CH3:66])[CH:52]=1>C1COCC1>[CH3:63][C:56]([O:55][C:54]1[CH:64]=[CH:65][C:51]([O:47][CH:42]([C:40]2[CH:39]=[CH:38][CH:37]=[C:36]([C:33]3[CH:32]=[CH:31][C:30]([C:29]([F:48])([F:28])[F:49])=[CH:35][CH:34]=3)[N:41]=2)[CH2:43][CH2:44][CH2:45][CH3:46])=[CH:52][C:53]=1[CH3:66])([CH3:62])[C:57]([O:59][CH2:60][CH3:61])=[O:58]. Procedure details: To a solution of nBu3P (47 μL, 0.19 mmol) in dry THF (2 mL), at 0° C. (ice/water bath) under nitrogen was added DIAD (37 mL, 0.19 mmol). After stirring for 10 minutes 1-{6-[4-(trifluoromethyl)phenyl]-2-pyridinyl}-1-pentanol (50 mg, 0.16 mmol) was added, followed after another 20 minutes by ethyl 2-(4-hydroxy-2-methylphenoxy)-2-methylpropanoate (39 mg, 0.16 mmol). The mixture was then allowed to warm to rt over 16 hours and was then reduced under vacuum and the residue partitioned between EtOAc a...